Dataset: the Open Reaction Database (ORD), a public repository of structured organic reaction records. Task: describe an organic reaction: reactants, conditions, products, and yield Reactants: C(C)(=O)OCC (ethyl acetate), FC1=CC=C2C(=CNC2=C1)CCNC(C)C (6-fluoro-3-(1-isopropylamino)ethylindole), CN(C=1OC(C(N1)=O)C(=O)OCC1=CC=CC=C1)C (benzyl 2-dimethylamino-4-oxo-2-oxazolin-5-carboxylate), C(CCC)P(CCCC)CCCC (tri-n-butylphosphine). Run in C(C)OCC (ethyl ether), C(C)#N (acetonitrile). Product: CN(C=1OC(C(N1)=O)(C(=O)OCC1=CC=CC=C1)C(C)C1=CNC2=CC(=CC=C12)F)C (benzyl 2-dimethylamino-5-[1-(6-fluoroindol-3-yl)ethyl]-4-oxo-2-oxazolin-5-carboxylate). Yield: 60.9%. As a reaction SMILES: [F:1][C:2]1[CH:10]=[C:9]2[C:5]([C:6]([CH2:11][CH2:12]NC(C)C)=[CH:7][NH:8]2)=[CH:4][CH:3]=1.[CH3:17][N:18]([CH3:35])[C:19]1[O:20][CH:21]([C:25]([O:27][CH2:28][C:29]2[CH:34]=[CH:33][CH:32]=[CH:31][CH:30]=2)=[O:26])[C:22](=[O:24])[N:23]=1.C(P(CCCC)CCCC)CCC.C(OCC)(=O)C>C(#N)C.C(OCC)C>[CH3:17][N:18]([CH3:35])[C:19]1[O:20][C:21]([CH:11]([C:6]2[C:5]3[C:9](=[CH:10][C:2]([F:1])=[CH:3][CH:4]=3)[NH:8][CH:7]=2)[CH3:12])([C:25]([O:27][CH2:28][C:29]2[CH:34]=[CH:33][CH:32]=[CH:31][CH:30]=2)=[O:26])[C:22](=[O:24])[N:23]=1. Procedure: To a mixture of 6-fluoro-3-(1-isopropylamino)ethylindole (435 mg), benzyl 2-dimethylamino-4-oxo-2-oxazolin-5-carboxylate (518 mg) in acetonitrile (15 ml) was added tri-n-butylphosphine (492 μl). The mixture was refluxed for 2.5 hours. Removal of the solvent gave a residue, to which a mixture of ethyl acetate and ethyl ether in a ration of 10:1 was added to provide benzyl 2-dimethylamino-5-[1-(6-fluoroindol-3-yl)ethyl]-4-oxo-2-oxazolin-5-carboxylate (509 mg) as a crystal. The reactants are CCC(C)(C)O, CC1CN(C(=O)OC(C)(C)C)CCN1, Cc1nc2cc(OCC3CO3)ccc2s1. The product is Cc1nc2cc(OCC(O)CN3CCN(C(=O)OC(C)(C)C)CC3C)ccc2s1. As a reaction SMILES: [C:30]([OH:31])([CH2:32][CH3:33])([CH3:34])[CH3:35].[CH3:16][CH:17]1[CH2:18][N:19]([C:23](=[O:24])[O:25][C:26]([CH3:27])([CH3:28])[CH3:29])[CH2:20][CH2:21][NH:22]1.[O:1]1[CH:2]([CH2:4][O:5][c:6]2[cH:7][cH:8][c:9]3[c:10]([n:11][c:12]([CH3:14])[s:13]3)[cH:15]2)[CH2:3]1>>[OH:1][CH:2]([CH2:3][N:22]1[CH:17]([CH3:16])[CH2:18][N:19]([C:23](=[O:24])[O:25][C:26]([CH3:27])([CH3:28])[CH3:29])[CH2:20][CH2:21]1)[CH2:4][O:5][c:6]1[cH:7][cH:8][c:9]2[c:10]([n:11][c:12]([CH3:14])[s:13]2)[cH:15]1. The reactants are N#Cc1nc(NCCc2ccccc2)c2ncn(C3CCCCO3)c2n1, CCO, Cl. Yields the product N#Cc1nc(NCCc2ccccc2)c2nc[nH]c2n1. Reaction SMILES: [CH2:2]([CH2:3][c:4]1[cH:5][cH:6][cH:7][cH:8][cH:9]1)[NH:10][c:11]1[c:12]2[n:13][cH:14][n:15]([CH:22]3[CH2:23][CH2:24][CH2:25][CH2:26][O:27]3)[c:16]2[n:17][c:18]([C:20]#[N:21])[n:19]1.[CH3:28][CH2:29][OH:30].[ClH:1]>>[CH2:2]([CH2:3][c:4]1[cH:5][cH:6][cH:7][cH:8][cH:9]1)[NH:10][c:11]1[c:12]2[n:13][cH:14][nH:15][c:16]2[n:17][c:18]([C:20]#[N:21])[n:19]1. The reactants are O=C([O-])[O-], ClCCl, COC(=O)c1csc(C)c1S(=O)(=O)Cl, [NH4+], [NH4+]. Product: COC(=O)c1csc(C)c1S(N)(=O)=O. As a reaction SMILES: [C:15](=[O:16])([O-:17])[O-:18].[CH2:21]([Cl:22])[Cl:23].[CH3:1][O:2][C:3](=[O:4])[c:5]1[c:6]([S:11](=[O:12])(=[O:13])[Cl:14])[c:7]([CH3:10])[s:8][cH:9]1.[NH4+:19].[NH4+:20]>>[CH3:1][O:2][C:3](=[O:4])[c:5]1[c:6]([S:11](=[O:12])(=[O:13])[NH2:19])[c:7]([CH3:10])[s:8][cH:9]1. Starting materials: CC(C)O, Nc1cc(Cl)c([N+](=O)[O-])cc1Cl, NN, [Na+], O=C1C=CC(=O)c2ccccc21, [OH-], O, O. The product is Nc1cc(Cl)c(N)cc1Cl. As a reaction SMILES: [CH:31]([OH:32])([CH3:33])[CH3:34].[Cl:1][c:2]1[c:3]([NH2:4])[cH:5][c:6]([Cl:12])[c:7]([N+:9]([O-:10])=[O:11])[cH:8]1.[NH2:28][NH2:29].[Na+:14].[O:15]=[C:16]1[c:17]2[c:18]([cH:19][cH:20][cH:21][cH:22]2)[C:23](=[O:24])[CH:25]=[CH:26]1.[OH-:13].[OH2:27].[OH2:30]>>[Cl:1][c:2]1[c:3]([NH2:4])[cH:5][c:6]([Cl:12])[c:7]([NH2:9])[cH:8]1. Starting materials: ClC1=C(C=C(C=C1)[C@]1(O)[C@H](O)[C@@H](O)[C@H](O)[C@H](O1)CO)CC1=CC=C(C=C1)C#C (1-chloro-4-(β-D-glucopyranos-1-yl)-2-(4-ethynyl-benzyl)-benzene), IC1=CC=CC=C1 (iodobenzene). The product is ClC1=C(C=C(C=C1)[C@]1(O)[C@H](O)[C@@H](O)[C@H](O)[C@H](O1)CO)CC1=CC=C(C=C1)C#CC1=CC=CC=C1 (1-Chloro-4-(β-D-glucopyranos-1-yl)-2-[4-(phenyl-ethynyl)-benzyl]-benzene). Reaction SMILES: [Cl:1][C:2]1[CH:7]=[CH:6][C:5]([C@:8]2([O:17][C@H:16]([CH2:18][OH:19])[C@@H:14]([OH:15])[C@H:12]([OH:13])[C@H:10]2[OH:11])[OH:9])=[CH:4][C:3]=1[CH2:20][C:21]1[CH:26]=[CH:25][C:24]([C:27]#[CH:28])=[CH:23][CH:22]=1.I[C:30]1[CH:35]=[CH:34][CH:33]=[CH:32][CH:31]=1>>[Cl:1][C:2]1[CH:7]=[CH:6][C:5]([C@:8]2([O:17][C@H:16]([CH2:18][OH:19])[C@@H:14]([OH:15])[C@H:12]([OH:13])[C@H:10]2[OH:11])[OH:9])=[CH:4][C:3]=1[CH2:20][C:21]1[CH:22]=[CH:23][C:24]([C:27]#[C:28][C:30]2[CH:35]=[CH:34][CH:33]=[CH:32][CH:31]=2)=[CH:25][CH:26]=1. Procedure details: The compound was obtained starting from 1-chloro-4-(β-D-glucopyranos-1-yl)-2-(4-ethynyl-benzyl)-benzene and iodobenzene. Starting materials: F[C@@H]1[C@@H]2C=3C=CC(=CC3C[C@H]([C@H]2[C@@H]2CCC([C@@]2(C)C1)=O)CCCCCI)O (11β-fluoro-3-hydroxy-7α-(5-iodopentyl)-estra-1,3,5(10)-trien-17-one), FC(=CCNC)C(C(C(C(C(F)(F)F)(F)F)(F)F)(F)F)(F)F ((3,4,4,5,5,6,6,7,7,8,8,8-dodecafluor-oct-2-enyl)-methyl-amine), CN1C(CCC1)=O (N-methylpyrrolidone). Reaction conditions: temperature 80 celsius, time 1 hour. Product: FC(=CCN(CCCCC[C@H]1[C@H]2[C@@H]3CCC([C@@]3(C)C[C@@H]([C@@H]2C=2C=CC(=CC2C1)O)F)=O)C)C(C(C(C(C(F)(F)F)(F)F)(F)F)(F)F)(F)F (7α-{5-[(3,4,4,5,5,6,6,7,7,8,8,8-dodecafluor-oct-2-enyl)-methyl-amino]-pentyl}-11β-fluoro-3-hydroxy-estra-1,3,5(10)-trien-17-one). RXN SMILES: [F:1][C@H:2]1[CH2:19][C@@:17]2([CH3:18])[C@@H:13]([CH2:14][CH2:15][C:16]2=[O:20])[C@H:12]2[C@H:3]1[C:4]1[CH:5]=[CH:6][C:7]([OH:27])=[CH:8][C:9]=1[CH2:10][C@H:11]2[CH2:21][CH2:22][CH2:23][CH2:24]CI.[F:28][C:29]([C:34]([F:49])([F:48])[C:35]([F:47])([F:46])[C:36]([F:45])([F:44])[C:37]([F:43])([F:42])[C:38]([F:41])([F:40])[F:39])=[CH:30][CH2:31][NH:32][CH3:33].[CH3:50]N1CCCC1=O>>[F:28][C:29]([C:34]([F:48])([F:49])[C:35]([F:46])([F:47])[C:36]([F:44])([F:45])[C:37]([F:42])([F:43])[C:38]([F:39])([F:40])[F:41])=[CH:30][CH2:31][N:32]([CH3:50])[CH2:33][CH2:24][CH2:23][CH2:22][CH2:21][C@@H:11]1[CH2:10][C:9]2[CH:8]=[C:7]([OH:27])[CH:6]=[CH:5][C:4]=2[C@@H:3]2[C@@H:12]1[C@H:13]1[C@@:17]([CH2:19][C@@H:2]2[F:1])([CH3:18])[C:16](=[O:20])[CH2:15][CH2:14]1. Reported procedure: 880 mg of 11β-fluoro-3-hydroxy-7α-(5-iodopentyl)-estra-1,3,5(10)-trien-17-one and 2.23 g of (3,4,4,5,5,6,6,7,7,8,8,8-dodecafluor-oct-2-enyl)-methyl-amine are dissolved in 20 ml of N-methylpyrrolidone and stirred for 1 hour at a bath temperature of 80° C. After the reaction solution is cooled to room temperature, the batch is added to saturated common salt solution, extracted with diethyl ether, dried and concentrated by evaporation in a vacuum. 2.47 g of 7α-{5-[(3,4,4,5,5,6,6,7,7,8,8,8-dodecaflu...